This data is from the Open Reaction Database (ORD), a public repository of structured organic reaction records. The task is: describe an organic reaction: reactants, conditions, products, and yield Reactants: CC1=NSC(=N1)N1CCC(CC1)=O (1-(3-methyl-[1,2,4]thiadiazol-5-yl)-piperidin-4-one), CC1=CC=C(CN2N=C(N=C2)N)C=C1 (1-(4-methyl-benzyl)-1H-[1,2,4]triazol-3-ylamine). As a reaction SMILES: [CH3:1][C:2]1[N:6]=[C:5]([N:7]2[CH2:12][CH2:11][C:10](=O)[CH2:9][CH2:8]2)[S:4][N:3]=1.[CH3:14][C:15]1[CH:27]=[CH:26][C:18]([CH2:19][N:20]2[CH:24]=[N:23][C:22]([NH2:25])=[N:21]2)=[CH:17][CH:16]=1>>[CH3:14][C:15]1[CH:16]=[CH:17][C:18]([CH2:19][N:20]2[CH:24]=[N:23][C:22]([NH:25][CH:10]3[CH2:11][CH2:12][N:7]([C:5]4[S:4][N:3]=[C:2]([CH3:1])[N:6]=4)[CH2:8][CH2:9]3)=[N:21]2)=[CH:26][CH:27]=1. Reported procedure: Prepared in analogy to example 1 step h) starting from 1-(3-methyl-[1,2,4]thiadiazol-5-yl)-piperidin-4-one (example 1c) and 1-(4-methyl-benzyl)-1H-[1,2,4]triazol-3-ylamine. The title compound was obtained as a white solid. The product is CC1=CC=C(CN2N=C(N=C2)NC2CCN(CC2)C2=NC(=NS2)C)C=C1 ([1-(4-Methyl-benzyl)-1H-[1,2,4]triazol-3-yl]-[1-(3-methyl-[1,2,4]thiadiazol-5-yl)-piperidin-4-yl]-amine).